The task is: describe an organic reaction: reactants, conditions, products, and yield. This data is from the Open Reaction Database (ORD), a public repository of structured organic reaction records. The reactants are Cl.FC(CN=C(NC=1SC=C(N1)C=1C=C(C(=O)OC)C=CC1)N)(F)F (methyl 3-[2-(2-[2,2,2-trifluoroethyl]guanidino)thiazol-4-yl]benzoate hydrochloride), CN (methylamine). Conditions: time 4 day. Product: CNC(C1=CC(=CC=C1)C=1N=C(SC1)NC(=NCC(F)(F)F)N)=O (N-methyl-3-[2-(2-[2,2,2-trifluoroethyl]guanidino)thiazol-4-yl]benzamide). The yield is 20.0%. RXN SMILES: Cl.[F:2][C:3]([F:25])([F:24])[CH2:4][N:5]=[C:6]([NH2:23])[NH:7][C:8]1[S:9][CH:10]=[C:11]([C:13]2[CH:14]=[C:15]([CH:20]=[CH:21][CH:22]=2)[C:16]([O:18]C)=O)[N:12]=1.[CH3:26][NH2:27]>>[CH3:26][NH:27][C:16](=[O:18])[C:15]1[CH:20]=[CH:21][CH:22]=[C:13]([C:11]2[N:12]=[C:8]([NH:7][C:6]([NH2:23])=[N:5][CH2:4][C:3]([F:2])([F:25])[F:24])[S:9][CH:10]=2)[CH:14]=1 |f:0.1|. Procedure details: A solution of crude methyl 3-[2-(2-[2,2,2-trifluoroethyl]guanidino)thiazol-4-yl]benzoate hydrochloride (1 g.) in ethanolic methylamine (33% w/v, 20 ml.) was allowed to stand at room temperature for 4 days. The mixture was then evaporated to dryness and the residue triturated with water to give 0.16 g. of N-methyl-3-[2-(2-[2,2,2-trifluoroethyl]guanidino)thiazol-4-yl]benzamide (yield 20%). The n.m.r. spectrum in d6DMSO included the following resonances: 2.8 (d, 3H); 4.1 (m, 2H); 7.3 (s, 1H); 7.0-8... Reactants: C([O-])([O-])=O.[Cs+].[Cs+] (cesium carbonate), C1(=CC=CC=C1)P(C1=CC=CC=C1)C1=CC=CC=C1 (triphenylphosphine), C(C)C(CC)C1=CC(=NC=2N1N=C(C2I)C)C (7-(1-ethyl-propyl)-3-iodo-2,5-dimethyl-pyrazolo[1,5-a]pyrimidine), ClC=1N=C(SC1)N1CCOCC1 (4-chloro-2-morpholino-thiazole). Reagents/catalysts: C(C)(=O)[O-].[Pd+2].C(C)(=O)[O-] (palladium acetate), [Cu](I)I (copper iodide). The solvent is CN(C=O)C (dimethylformamide). Reaction conditions: temperature 125 celsius. The product is ClC=1N=C(SC1C=1C(=NN2C1N=C(C=C2C(CC)CC)C)C)N2CCOCC2 (3-(4-Chloro-2-morpholin-4-yl-thiazol-5-yl)-7-(1-ethyl-propyl)-2,5-dimethyl-pyrazolo[1,5-a]pyrimidine). Yield: 217.7%. Reaction SMILES: [CH2:1]([CH:3]([C:6]1[N:11]2[N:12]=[C:13]([CH3:16])[C:14](I)=[C:10]2[N:9]=[C:8]([CH3:17])[CH:7]=1)[CH2:4][CH3:5])[CH3:2].[Cl:18][C:19]1[N:20]=[C:21]([N:24]2[CH2:29][CH2:28][O:27][CH2:26][CH2:25]2)[S:22][CH:23]=1.C(=O)([O-])[O-].[Cs+].[Cs+].C1(P(C2C=CC=CC=2)C2C=CC=CC=2)C=CC=CC=1>CN(C)C=O.[Cu](I)I.C([O-])(=O)C.[Pd+2].C([O-])(=O)C>[Cl:18][C:19]1[N:20]=[C:21]([N:24]2[CH2:25][CH2:26][O:27][CH2:28][CH2:29]2)[S:22][C:23]=1[C:14]1[C:13]([CH3:16])=[N:12][N:11]2[C:6]([CH:3]([CH2:4][CH3:5])[CH2:1][CH3:2])=[CH:7][C:8]([CH3:17])=[N:9][C:10]=12 |f:2.3.4,8.9.10|. Procedure: Combine 7-(1-ethyl-propyl)-3-iodo-2,5-dimethyl-pyrazolo[1,5-a]pyrimidine, (9 g, 26.2 mmol) and 4-chloro-2-morpholino-thiazole (7.5 g, 36 7 mmol) in dimethylformamide (90 mL) previously degassed with nitrogen. Add cesium carbonate (17.8 g, 55 mmol), copper iodide (250 mg, 1.31 mmol), triphenylphosphine (550 mg, 2.09 mmol) and palladium acetate (117 mg, 0.52 mmol). Heat the mixture to 125° C. for 16 h and then cool to 22° C. Add water (900 mL) and extract with methyl-t-butyl ether (3×200 mL). Comb... Conditions: time 5 minute. Starting materials: C(C)(C)NC(C)C (diisopropylamine), C(CCC)[Li] (n-butyllithium), O1CCCC1 (tetrahydrofuran), [Cl-].[NH4+] (ammonium chloride), BrC=1C=C(C=CC1)F (3-bromofluorobenzene). Reaction SMILES: C(NC(C)C)(C)C.C([Li])CCC.[Br:13][C:14]1[CH:15]=[C:16]([F:20])[CH:17]=[CH:18][CH:19]=1.[Cl-].[NH4+].[O:23]1CCC[CH2:24]1>O.CN(C)C=O>[Br:13][C:14]1[CH:19]=[CH:18][CH:17]=[C:16]([F:20])[C:15]=1[CH:24]=[O:23] |f:3.4|. Reported procedure: To a solution of diisopropylamine (2.65 mL) in tetrahydrofuran (30 mL) was added n-butyllithium (2.44 mol/L n-hexane solution, 7.03 mL) at −78° C. under an argon atmosphere, and the mixture was stirred at the same temperature for 5 minutes. To the reaction mixture was added 3-bromofluorobenzene (3 g), and the mixture was stirred at the same temperature for 1 hour. To the reaction mixture was added N,N-dimethylformamide (1.45 mL), and the mixture was stirred at the same temperature for 10 minutes... Run in CN(C=O)C (N,N-dimethylformamide), O (water). Product: BrC1=C(C=O)C(=CC=C1)F (2-Bromo-6-fluorobenzaldehyde). Reactants: [Cl-].[NH4+] (ammonium chloride), C([O-])([O-])=O.[Na+].[Na+] (sodium carbonate), O1CCC(=CC1)B1OC(C(O1)(C)C)(C)C (2-(3,6-dihydro-2H-pyran-4-yl)-4,4,5,5-tetramethyl-1,3,2-dioxaborolane), BrC1=CC(=NC=C1)F (4-bromo-2-fluoropyridine). The reagents and catalysts are C=1C=CC(=CC1)[P](C=2C=CC=CC2)(C=3C=CC=CC3)[Pd]([P](C=4C=CC=CC4)(C=5C=CC=CC5)C=6C=CC=CC6)([P](C=7C=CC=CC7)(C=8C=CC=CC8)C=9C=CC=CC9)[P](C=1C=CC=CC1)(C=1C=CC=CC1)C=1C=CC=CC1 (tetrakis(triphenylphosphine)palladium(0)). Run in C(C)(=O)OCC (Ethyl acetate), COCCOC (1,2-dimethoxyethane). Reaction conditions: temperature 80 celsius. Yields the product O1CCC(=CC1)C1=CC(=NC=C1)F (4-(3,6-dihydro-2H-pyran-4-yl)-2-fluoropyridine). The yield is 88.0%. Reaction SMILES: C(=O)([O-])[O-].[Na+].[Na+].[O:7]1[CH2:12][CH:11]=[C:10](B2OC(C)(C)C(C)(C)O2)[CH2:9][CH2:8]1.Br[C:23]1[CH:28]=[CH:27][N:26]=[C:25]([F:29])[CH:24]=1.[Cl-].[NH4+]>COCCOC.C1C=CC([P]([Pd]([P](C2C=CC=CC=2)(C2C=CC=CC=2)C2C=CC=CC=2)([P](C2C=CC=CC=2)(C2C=CC=CC=2)C2C=CC=CC=2)[P](C2C=CC=CC=2)(C2C=CC=CC=2)C2C=CC=CC=2)(C2C=CC=CC=2)C2C=CC=CC=2)=CC=1.C(OCC)(=O)C>[O:7]1[CH2:12][CH:11]=[C:10]([C:23]2[CH:28]=[CH:27][N:26]=[C:25]([F:29])[CH:24]=2)[CH2:9][CH2:8]1 |f:0.1.2,5.6,^1:41,43,62,81|. Procedure details: A mixture of tetrakis(triphenylphosphine)palladium(0) (0.20 g, 0.17 mmol), aqueous sodium carbonate (2N aqueous, 8.52 mL, 17.05 mmol), 2-(3,6-dihydro-2H-pyran-4-yl)-4,4,5,5-tetramethyl-1,3,2-dioxaborolane (1.43 g, 6.82 mmol), and 4-bromo-2-fluoropyridine (1.0 g, 5.68 mmol) in 1,2-dimethoxyethane (25 mL) was placed under argon atmosphere using 3 evacuation/backfill cycles. The mixture was then heated to 80° C. for 16 h then cooled to RT. Ethyl acetate and saturated aqueous ammonium chloride were ...